Dataset: the Open Reaction Database (ORD), a public repository of structured organic reaction records. Task: describe an organic reaction: reactants, conditions, products, and yield The reactants are BrC1=C(C=C(C=C1)C(=O)C1=CC=C(C=C1)OC)C ((4-Bromo-3-methylphenyl)(4-methoxyphenyl)methanone), [Al+3].[Cl-].[Cl-].[Cl-] (AlCl3), O (Water). Reported procedure: A mixture of 65 (2.00 g, 6.55 mmol) and AlCl3 (3.50 g, 26.2 mmol) were refluxed in benzene (50 mL) for 3 h and then cooled to RT. Water (100 mL) was cautiously added dropwise, and the mixture was extracted with Et2O (3×100 mL). The combined ethereal extracts were washed with water (200 mL), brine (200 mL), and dried over MgSO4. Concentration afforded 1.78 g (93%) of 66 that was used without further purification. 1H NMR (400 MHz, CDCl3): δ 2.45 (s, 3H), 5.68 (br s, 1H), 6.90 (d, J=8.6 Hz, 2H), 7.... The solvent is C1=CC=CC=C1 (benzene). Isolated yield 93.3%. RXN SMILES: [Br:1][C:2]1[CH:7]=[CH:6][C:5]([C:8]([C:10]2[CH:15]=[CH:14][C:13]([O:16]C)=[CH:12][CH:11]=2)=[O:9])=[CH:4][C:3]=1[CH3:18].[Al+3].[Cl-].[Cl-].[Cl-].O>C1C=CC=CC=1>[Br:1][C:2]1[CH:7]=[CH:6][C:5]([C:8]([C:10]2[CH:15]=[CH:14][C:13]([OH:16])=[CH:12][CH:11]=2)=[O:9])=[CH:4][C:3]=1[CH3:18] |f:1.2.3.4|. Product: BrC1=C(C=C(C=C1)C(=O)C1=CC=C(C=C1)O)C ((4-Bromo-3-methylphenyl)(4-hydroxyphenyl)methanone). The reactants are COc1c(F)cc(Br)cc1[N+](=O)[O-], CCO, [Cl-], ClCCl, [NH4+], O, [Zn]. Product: COc1c(N)cc(Br)cc1F. RXN SMILES: [Br:1][c:2]1[cH:3][c:4]([N+:11]([O-:12])=[O:13])[c:5]([O:9][CH3:10])[c:6]([F:8])[cH:7]1.[CH3:16][CH2:17][OH:18].[Cl-:14].[Cl:20][CH2:21][Cl:22].[NH4+:15].[OH2:19].[Zn:23]>>[Br:1][c:2]1[cH:3][c:4]([NH2:11])[c:5]([O:9][CH3:10])[c:6]([F:8])[cH:7]1.